This data is from the Open Reaction Database (ORD), a public repository of structured organic reaction records. The task is: describe an organic reaction: reactants, conditions, products, and yield The reactants are CI, CC#N, S=c1ccccn1-c1ccc(I)cc1, N#CN, NN, O. Yields the product N#CN=c1ccccn1-c1ccc(I)cc1. As a reaction SMILES: [CH3:15][I:16].[CH3:23][C:24]#[N:25].[I:1][c:2]1[cH:3][cH:4][c:5](-[n:8]2[c:9](=[S:14])[cH:10][cH:11][cH:12][cH:13]2)[cH:6][cH:7]1.[NH2:17][C:18]#[N:19].[NH2:21][NH2:22].[OH2:20]>>[I:1][c:2]1[cH:3][cH:4][c:5](-[n:8]2[c:9](=[N:19][C:18]#[N:17])[cH:10][cH:11][cH:12][cH:13]2)[cH:6][cH:7]1.